From a dataset of the Open Reaction Database (ORD), a public repository of structured organic reaction records. describe an organic reaction: reactants, conditions, products, and yield The reactants are ClC1=C(C=C(C=C1)[N+](=O)[O-])O (2-chloro-5-nitrophenol), C([O-])([O-])=O.[Cs+].[Cs+] (cesium carbonate), IC(C)C (2-iodopropane), CC=1N=CNC1 (4-methylimidazole). Solvent: C(C)#N (acetonitrile). The product is C(C)(C)OC1=C(C=CC(=C1)[N+](=O)[O-])N1C=NC(=C1)C (1-(2-isopropoxy-4-nitro-phenyl)-4-methyl-1H-imidazole). Yield: 11.2%. As a reaction SMILES: Cl[C:2]1[CH:7]=[CH:6][C:5]([N+:8]([O-:10])=[O:9])=[CH:4][C:3]=1[OH:11].C(=O)([O-])[O-].[Cs+].[Cs+].I[CH:19]([CH3:21])[CH3:20].[CH3:22][C:23]1[N:24]=[CH:25][NH:26][CH:27]=1>C(#N)C>[CH:19]([O:11][C:3]1[CH:4]=[C:5]([N+:8]([O-:10])=[O:9])[CH:6]=[CH:7][C:2]=1[N:26]1[CH:27]=[C:23]([CH3:22])[N:24]=[CH:25]1)([CH3:21])[CH3:20] |f:1.2.3|. Procedure: A solution of 2.0 g (11.5 mmol) 2-chloro-5-nitrophenol in 15 ml of acetonitrile was treated with 11.26 g (34.6 mmol) cesium carbonate and 2.06 g (12.1 mmol) 2-iodopropane and heated overnight at reflux temperature. 993 mg (12.1 mmol) of 4-methylimidazole was added and the mixture refluxed again overnight. After evaporation of the solvent, water was added and the crude material extracted with ethyl acetate. The product was purified on silica gel with ethyl acetate to give 337 mg (11%) of 1-(2-iso... Run in O (water). Reactants: O=C(C(=O)OCC)C(C(=O)OCC)CC[Si](C)(C1=CC=CC=C1)C (diethyl 2-oxo-3-(3-methyl-3-phenyl-3-silabutyl)succinate), [OH-].C(CCC)[N+](CCCC)(CCCC)CCCC (tetrabutyl ammonium hydroxide), Cl (hydrochloric acid). Yield: 90.2%. Reaction SMILES: [O:1]=[C:2]([CH:8]([CH2:14][CH2:15][Si:16]([CH3:24])([C:18]1[CH:23]=[CH:22][CH:21]=[CH:20][CH:19]=1)[CH3:17])C(OCC)=O)[C:3]([O:5]CC)=[O:4].[OH-].C([N+](CCCC)(CCCC)CCCC)CCC.Cl>O>[CH3:24][Si:16]([C:18]1[CH:23]=[CH:22][CH:21]=[CH:20][CH:19]=1)([CH3:17])[CH2:15][CH2:14][CH2:8][C:2](=[O:1])[C:3]([OH:5])=[O:4] |f:1.2|. The product is C[Si](CCCC(C(=O)O)=O)(C)C1=CC=CC=C1 (6-methyl-6-phenyl-2-oxo-6-silaheptanoic acid). Procedure: In a flask were placed 27.1 g (0.0773 mole) of diethyl 2-oxo-3-(3-methyl-3-phenyl-3-silabutyl)succinate, 301 g (0.464 mole) of 40 wt % tetrabutyl ammonium hydroxide, and 500 mL of water. This mixture was heated at reflux under a nitrogen atmosphere for 25 minutes after which it was cooled to ambient temperature. The reaction mixture was acidified with 50 mL of 12N hydrochloric acid and then extracted twice with 400 mL of diethyl ether. The extracts were combined and washed with 100 mL of 3N hydr... The reactants are [N+](=O)([O-])C1=CC=CC=2C(C3=CC(=CC=C3C(C12)=O)[N+](=O)[O-])=O (1,6-dinitro-anthraquinone), C(C)(C)(C)C1=CC=C(N)C=C1 (p-tert.-butylaniline), [N+](=O)([O-])C1=C(C=2C(C3=CC=CC=C3C(C2C=C1)=O)=O)[N+](=O)[O-] (dinitro-anthraquinone). Run in COCCO (ethylene glycol monomethyl ether). Yields the product C(C)(C)(C)C1=CC=C(NC2=CC=CC=3C(C4=CC(=CC=C4C(C23)=O)[N+](=O)[O-])=O)C=C1 (1-(p-tert.-butyl-anilino)-6-nitro-anthraquinone). As a reaction SMILES: [N+:1]([C:4]1[C:17]2[C:16](=[O:18])[C:15]3[C:10](=[CH:11][C:12]([N+:19]([O-:21])=[O:20])=[CH:13][CH:14]=3)[C:9](=[O:22])[C:8]=2[CH:7]=[CH:6][CH:5]=1)([O-])=O.[C:23]([C:27]1[CH:33]=[CH:32][C:30](N)=[CH:29][CH:28]=1)([CH3:26])([CH3:25])[CH3:24].[N+](C1C=CC2C(=O)C3C(=CC=CC=3)C(=O)C=2C=1[N+]([O-])=O)([O-])=O>COCCO>[C:23]([C:27]1[CH:33]=[CH:32][C:30]([NH:1][C:4]2[C:17]3[C:16](=[O:18])[C:15]4[C:10](=[CH:11][C:12]([N+:19]([O-:21])=[O:20])=[CH:13][CH:14]=4)[C:9](=[O:22])[C:8]=3[CH:7]=[CH:6][CH:5]=2)=[CH:29][CH:28]=1)([CH3:26])([CH3:25])[CH3:24]. Reported procedure: The product employed in a) can be obtained as follows: 15 g of 1,6-dinitro-anthraquinone and 30 ml of p-tert.-butylaniline are stirred at 125° C until no further dinitro-anthraquinone is detectable (approx. 6 hours being required). The warm mixture is diluted with 30 ml of ethylene glycol monomethyl ether, stirred until cold and filtered, and the residue is successively washed with ethylene glycol monomethyl ether and water. 13.9 g of 1-(p-tert.-butyl-anilino)-6-nitro-anthraquinone are obtained. Starting materials: CS(=O)C (dimethyl sulfoxide), C1(CC1)N1C=C(C(C2=CC(=C(C(=C12)OC)F)F)=O)C(=O)O (1-cyclopropyl-6,7-difluoro-1,4-dihydro-8-methoxy-4-oxoquinoline-3carboxylic acid), complex, C(C)(C)(C)OC(=O)N[C@@H]1CNC[C@@H]1CF (3-(S)-tert-butoxycarbonylamino-4-(S)-fluoromethylpyrrolidine). Solvent: C(C)N(CC)CC (triethylamine). Run at time 1 day. The product is N[C@@H]1CN(C[C@@H]1CF)C1=C(C=C2C(C(=CN(C2=C1OC)C1CC1)C(=O)O)=O)F (7-[3-(S)-Amino-4-(S)-fluoromethyl-1-pyrrolidinyl]-1-cyclopropyl-6-fluoro-1,4-dihydro-8-methoxy-4-oxoquinoline-3-carboxylic acid). Yield: 47.0%. Reaction SMILES: CS(C)=O.[CH:5]1([N:8]2[C:17]3[C:12](=[CH:13][C:14]([F:21])=[C:15](F)[C:16]=3[O:18][CH3:19])[C:11](=[O:22])[C:10]([C:23]([OH:25])=[O:24])=[CH:9]2)[CH2:7][CH2:6]1.C(OC([NH:33][C@H:34]1[C@@H:38]([CH2:39][F:40])[CH2:37][NH:36][CH2:35]1)=O)(C)(C)C>C(N(CC)CC)C>[NH2:33][C@H:34]1[C@@H:38]([CH2:39][F:40])[CH2:37][N:36]([C:15]2[C:16]([O:18][CH3:19])=[C:17]3[C:12]([C:11](=[O:22])[C:10]([C:23]([OH:25])=[O:24])=[CH:9][N:8]3[CH:5]3[CH2:6][CH2:7]3)=[CH:13][C:14]=2[F:21])[CH2:35]1. Procedure: To a dimethyl sulfoxide (2 ml) solution of 1-cyclopropyl-6,7-difluoro-1,4-dihydro-8-methoxy-4-oxoquinoline-3carboxylic acid EF2 complex (345 mg, 1.00 mmol) were added 3-(S)-tert-butoxycarbonylamino-4-(S)-fluoromethylpyrrolidine (327 mg, 1.00 mmol) and triethylamine (400 μl), subsequently carrying out 1 day of stirring at room temperature. Triethylamine was evaporated, the resulting residue was mixed with 10% citric acid aqueous solution and then the thus precipitated material was collected by fi... Reactants: C(CC(O)(C(=O)O)CC(=O)O)(=O)O (citric acid), C1(CC1)NS(=O)(=O)C=1C=C(C(=O)NC=2SC3=C(C2C(=O)NC2=CC=C(C=C2)CCC2=CC=C(C(=O)OC)C=C2)CCCC3)C=CC1 (methyl 4-[2-(4-{[(2-{[3-(cyclopropylsulfamoyl)benzoyl]amino}-4,5,6,7-tetrahydro-1-benzothiophen-3-yl)carbonyl]amino}phenyl)ethyl]benzoate), C(C)(=O)OCCBr (bromoethyl acetate), C([O-])([O-])=O.[K+].[K+] (potassium carbonate). The solvent is CN(C)C=O (DMF). Reaction conditions: temperature 80 celsius, time 8 hour. Yields the product C1(CC1)N(S(=O)(=O)C=1C=C(C(=O)NC=2SC3=C(C2C(=O)NC2=CC=C(C=C2)CCC2=CC=C(C(=O)OC)C=C2)CCCC3)C=CC1)CC(=O)OCC (methyl 4-{2-[4-({[2-({3-[cyclopropyl(2-ethoxy-2-oxoethyl)sulfamoyl]benzoyl}amino)-4,5,6,7-tetrahydro-1-benzothiophen-3-yl]carbonyl}amino)phenyl]ethyl}benzoate). Isolated yield 77.1%. RXN SMILES: [CH:1]1([NH:4][S:5]([C:8]2[CH:9]=[C:10]([CH:44]=[CH:45][CH:46]=2)[C:11]([NH:13][C:14]2[S:15][C:16]3[CH2:43][CH2:42][CH2:41][CH2:40][C:17]=3[C:18]=2[C:19]([NH:21][C:22]2[CH:27]=[CH:26][C:25]([CH2:28][CH2:29][C:30]3[CH:39]=[CH:38][C:33]([C:34]([O:36][CH3:37])=[O:35])=[CH:32][CH:31]=3)=[CH:24][CH:23]=2)=[O:20])=[O:12])(=[O:7])=[O:6])[CH2:3][CH2:2]1.[C:47]([O:50][CH2:51][CH2:52]Br)(=[O:49])[CH3:48].C(=O)([O-])[O-].[K+].[K+].C(O)(=O)CC(CC(O)=O)(C(O)=O)O>CN(C=O)C>[CH:1]1([N:4]([CH2:48][C:47]([O:50][CH2:51][CH3:52])=[O:49])[S:5]([C:8]2[CH:9]=[C:10]([CH:44]=[CH:45][CH:46]=2)[C:11]([NH:13][C:14]2[S:15][C:16]3[CH2:43][CH2:42][CH2:41][CH2:40][C:17]=3[C:18]=2[C:19]([NH:21][C:22]2[CH:27]=[CH:26][C:25]([CH2:28][CH2:29][C:30]3[CH:31]=[CH:32][C:33]([C:34]([O:36][CH3:37])=[O:35])=[CH:38][CH:39]=3)=[CH:24][CH:23]=2)=[O:20])=[O:12])(=[O:7])=[O:6])[CH2:3][CH2:2]1 |f:2.3.4|. Procedure details: A mixture of 250 mg of methyl 4-[2-(4-{[(2-{[3-(cyclopropylsulfamoyl)benzoyl]amino}-4,5,6,7-tetrahydro-1-benzothiophen-3-yl)carbonyl]amino}phenyl)ethyl]benzoate, 95 mg of bromoethyl acetate, 105 mg of potassium carbonate, and 2.5 mL of DMF was stirred at 80° C. overnight. To the reaction mixture was added an aqueous citric acid solution, followed by extraction with ethyl acetate. The organic layer was washed with water and saturated brine in this order, dried over anhydrous sodium sulfate, and t...